This data is from the Open Reaction Database (ORD), a public repository of structured organic reaction records. The task is: describe an organic reaction: reactants, conditions, products, and yield The reactants are FC1=C(C=C(C=C1)C=1C=NN(C1)C)[N+](=O)[O-] (4-(4-fluoro-3-nitrophenyl)-1-methyl-1H-pyrazole), NC=1C=C(C=C(C1)Br)NC(C)=O (N-(3-amino-5-bromophenyl)acetamide), [F-].[K+] (potassium fluoride). Run in CN(C)C=O (DMF). Product: BrC=1C=C(C=C(C1)NC1=C(C=C(C=C1)C=1C=NN(C1)C)[N+](=O)[O-])NC(C)=O (N-(3-bromo-5-((4-(1-methyl-1H-pyrazol-4-yl)-2-nitrophenyl)amino)phenyl) acetamide). Yield: 35.0%. RXN SMILES: F[C:2]1[CH:7]=[CH:6][C:5]([C:8]2[CH:9]=[N:10][N:11]([CH3:13])[CH:12]=2)=[CH:4][C:3]=1[N+:14]([O-:16])=[O:15].[NH2:17][C:18]1[CH:19]=[C:20]([NH:25][C:26](=[O:28])[CH3:27])[CH:21]=[C:22]([Br:24])[CH:23]=1.[F-].[K+]>CN(C=O)C>[Br:24][C:22]1[CH:21]=[C:20]([NH:25][C:26](=[O:28])[CH3:27])[CH:19]=[C:18]([NH:17][C:2]2[CH:7]=[CH:6][C:5]([C:8]3[CH:9]=[N:10][N:11]([CH3:13])[CH:12]=3)=[CH:4][C:3]=2[N+:14]([O-:16])=[O:15])[CH:23]=1 |f:2.3|. Procedure: A solution of 4-(4-fluoro-3-nitrophenyl)-1-methyl-1H-pyrazole (1.6 g, 7.239 mmol), N-(3-amino-5-bromophenyl)acetamide (1.98 g, 8.687 mmol) and potassium fluoride (0.503 g, 8.687 mmol) in DMF was heated at 130° C. for 48 h. The mixture was quenched and extracted as in Example 1(d). The solvent was distilled off to afford the crude residue which was purified by column chromatography (60-120 silica gel, 50% ethyl acetate in hexane) to yield the title product in 35% yield (1.1 g); LC-MS (API): Calcu... Starting materials: C1(CC1)N1C(=O)N(C=2N=C(NC2C1=O)[N+](=O)[O-])C1CC1 (1,3-Di-cyclopropyl-8-nitro xanthine), S(=O)([O-])S(=O)[O-].[Na+].[Na+] (sodium dithionite). Run in CO (methanol), O (water). Product: C1(CC1)N1C(=O)N(C=2N=C(NC2C1=O)N)C1CC1 (1,3-Di-cyclopropyl-8-amino Xanthine). Reaction SMILES: [CH:1]1([N:4]2[C:13](=[O:14])[C:12]3[NH:11][C:10]([N+:15]([O-])=O)=[N:9][C:8]=3[N:7]([CH:18]3[CH2:20][CH2:19]3)[C:5]2=[O:6])[CH2:3][CH2:2]1.S(S([O-])=O)([O-])=O.[Na+].[Na+]>CO.O>[CH:1]1([N:4]2[C:13](=[O:14])[C:12]3[NH:11][C:10]([NH2:15])=[N:9][C:8]=3[N:7]([CH:18]3[CH2:20][CH2:19]3)[C:5]2=[O:6])[CH2:3][CH2:2]1 |f:1.2.3|. Procedure details: 1,3-Di-cyclopropyl-8-nitro xanthine (0.4 g, 0.0014 mol) was dissolved in methanol (20 ml) and treated with a sodium dithionite solution in water (0.5 g in 5 ml) at room temperature with stirring. After stirring for three hours the solvent was removed in vacuo, the residue taken up with dichloromethane and extracted with water (40 ml). Reactants: CO, NC(=O)C1CN(c2cccc(N)c2)CCN1Cc1ccccc1, [OH-], [OH-], [Pd+2]. Product: NC(=O)C1CN(c2cccc(N)c2)CCN1. Reaction SMILES: [CH3:27][OH:28].[NH2:1][c:2]1[cH:3][c:4]([N:8]2[CH2:9][CH:10]([C:21](=[O:22])[NH2:23])[N:11]([CH2:14][c:15]3[cH:16][cH:17][cH:18][cH:19][cH:20]3)[CH2:12][CH2:13]2)[cH:5][cH:6][cH:7]1.[OH-:24].[OH-:25].[Pd+2:26]>>[NH2:1][c:2]1[cH:3][c:4]([N:8]2[CH2:9][CH:10]([C:21](=[O:22])[NH2:23])[NH:11][CH2:12][CH2:13]2)[cH:5][cH:6][cH:7]1. Starting materials: C(C)NCC (Diethylamine), ClC(C1OC2=C(C(O1)C(Cl)(Cl)Cl)C=C(C=C2)S(=O)(=O)Cl)(Cl)Cl (2,4-bis(trichloromethyl)benzo[1,3]dioxin-6-sulphonyl chloride). Run in C(C)O (ethanol). Yields the product C(C)N(S(=O)(=O)C=1C=CC2=C(C(OC(O2)C(Cl)(Cl)Cl)C(Cl)(Cl)Cl)C1)CC (6-diethylsulphamoyl-2,4-bis(trichloromethyl)benzo[1,3]dioxin). RXN SMILES: [CH2:1]([NH:3][CH2:4][CH3:5])[CH3:2].[Cl:6][C:7]([Cl:27])([Cl:26])[CH:8]1[O:13][CH:12]([C:14]([Cl:17])([Cl:16])[Cl:15])[C:11]2[CH:18]=[C:19]([S:22](Cl)(=[O:24])=[O:23])[CH:20]=[CH:21][C:10]=2[O:9]1>C(O)C>[CH2:1]([N:3]([CH2:4][CH3:5])[S:22]([C:19]1[CH:20]=[CH:21][C:10]2[O:9][CH:8]([C:7]([Cl:6])([Cl:26])[Cl:27])[O:13][CH:12]([C:14]([Cl:17])([Cl:15])[Cl:16])[C:11]=2[CH:18]=1)(=[O:24])=[O:23])[CH3:2]. Reported procedure: Diethylamine (0.8 g.) was added dropwise to a stirred suspension of 2,4-bis(trichloromethyl)benzo[1,3]dioxin-6-sulphonyl chloride (4.7 g.) in absolute ethanol (20 ml.), the mixture was maintained under gentle reflux for 2 hours, and the resulting solution was allowed to cool slowly to give a crystalline product, which was recrystallised from aqueous methanol to give 6-diethylsulphamoyl-2,4-bis(trichloromethyl)benzo[1,3]dioxin, m.p. 125°-126° C. The reactants are C(C=C)[C@@]1(C(N([C@@H]([C@H](C1)C1=CC(=CC=C1)Cl)C1=CC=C(C=C1)Cl)[C@@H](CO)CC)=O)C ((3S,5R,6S)-3-Allyl-5-(3-chlorophenyl)-6-(4-chlorophenyl)-1-((R)-1-hydroxybutan-2-yl)-3-methylpiperidin-2-one), O (water), 1,1,1,-tris(acetoxy)-1,1-dihydro-1,2-benziodoxol-3-(1H)one. Solvent: C(Cl)Cl (DCM). Product: C(C=C)[C@@]1(C(N([C@@H]([C@H](C1)C1=CC(=CC=C1)Cl)C1=CC=C(C=C1)Cl)[C@H](C=O)CC)=O)C ((S)-2-((3S,5R,6S)-3-Allyl-5-(3-chlorophenyl)-6-(4-chlorophenyl)-3-methyl-2-oxopiperidin-1-yl)butanal). RXN SMILES: [CH2:1]([C@@:4]1([CH3:30])[CH2:9][C@H:8]([C:10]2[CH:15]=[CH:14][CH:13]=[C:12]([Cl:16])[CH:11]=2)[C@@H:7]([C:17]2[CH:22]=[CH:21][C:20]([Cl:23])=[CH:19][CH:18]=2)[N:6]([C@H:24]([CH2:27][CH3:28])[CH2:25][OH:26])[C:5]1=[O:29])[CH:2]=[CH2:3].O>C(Cl)Cl>[CH2:1]([C@@:4]1([CH3:30])[CH2:9][C@H:8]([C:10]2[CH:15]=[CH:14][CH:13]=[C:12]([Cl:16])[CH:11]=2)[C@@H:7]([C:17]2[CH:18]=[CH:19][C:20]([Cl:23])=[CH:21][CH:22]=2)[N:6]([C@@H:24]([CH2:27][CH3:28])[CH:25]=[O:26])[C:5]1=[O:29])[CH:2]=[CH2:3]. Procedure: To a solution of 218 mg (0.49 mmol) of (3S,5R,6S)-3-allyl-5-(3-chlorophenyl)-6-(4-chlorophenyl)-1-((S)-1-hydroxybutan-2-yl)-3-methylpiperidin-2-one (Example 91, Step B) in a mixture of water (13.20 μL, 0.733 mmol) and DCM (4883 μL) was added 1,1,1,-tris(acetoxy)-1,1-dihydro-1,2-benziodoxol-3-(1H)one (“Dess Martin periodinane”) (311 mg, 0.733 mmol) at ambient temperature. The reaction was monitored by LCMS, and several small portions of additional periodinane were added until the reaction was com... Starting materials: CC(C)(C)[Si](C)(C)Cl, OCc1ccc(Cl)nc1Cl, CN(C)C=O, O, c1c[nH]cn1. The product is CC(C)(C)[Si](C)(C)OCc1ccc(Cl)nc1Cl. Reaction SMILES: [C:16]([CH3:17])([CH3:18])([CH3:19])[Si:20]([CH3:21])([CH3:22])[Cl:23].[Cl:1][c:2]1[n:3][c:4]([Cl:10])[cH:5][cH:6][c:7]1[CH2:8][OH:9].[O:25]=[CH:26][N:27]([CH3:28])[CH3:29].[OH2:24].[nH:11]1[cH:12][cH:13][n:14][cH:15]1>>[Cl:1][c:2]1[n:3][c:4]([Cl:10])[cH:5][cH:6][c:7]1[CH2:8][O:9][Si:20]([C:16]([CH3:17])([CH3:18])[CH3:19])([CH3:21])[CH3:22].